This data is from the Open Reaction Database (ORD), a public repository of structured organic reaction records. The task is: describe an organic reaction: reactants, conditions, products, and yield The reactants are ClC=1C=C(C=CC1)[C@@H]1CN(C(O1)=O)[C@@H](CC1=CC(=C(C=C1)O)O)C ((R,R)-5-(3-chlorophenyl)-3-(2-(3,4-dihydroxyphenyl)-1-methylethyl)-2-oxazolidinone), BrC(C(=O)OCC)C(=O)OCC (diethyl bromomalonate), C([O-])([O-])=O.[K+].[K+] (potassium carbonate). The solvent is CC(=O)C (acetone). Conditions: time 8 hour. Yields the product O1C(OC2=C1C=CC=C2)(C(=O)OCC)C(=O)OCC (1,3-benzodioxole-2,2-dicarboxylic acid, diethyl ester). Reaction SMILES: ClC1C=C([C@H]2OC(=O)N([C@H](C)C[C:16]3[CH:21]=[CH:20][C:19]([OH:22])=[C:18]([OH:23])[CH:17]=3)C2)C=CC=1.Br[CH:26]([C:32]([O:34][CH2:35][CH3:36])=[O:33])[C:27]([O:29][CH2:30][CH3:31])=[O:28].C(=O)([O-])[O-].[K+].[K+]>CC(C)=O>[O:22]1[C:19]2[CH:20]=[CH:21][CH:16]=[CH:17][C:18]=2[O:23][C:26]1([C:27]([O:29][CH2:30][CH3:31])=[O:28])[C:32]([O:34][CH2:35][CH3:36])=[O:33] |f:2.3.4|. Reported procedure: A mixture of 240 mg of the above oxazolidinone, 234 mg of diethyl bromomalonate, 450 mg of anhydrous potassium carbonate and 10 ml of acetone is stirred overnight, filtered, washed with acetone and evaporated to a brown oil. The oil is purified by flash chromatography, eluting with 5 percent acetone in toluene. The pure fractions are combined and evaporated giving 237 mg of (R,R)-5-(3-chlorophenyl)-2-oxo-3-oxazolidinyl)propyl)-1,3-benzodioxole-2,2-dicarboxylic acid, diethyl ester as a colorless ...